Dataset: the Open Reaction Database (ORD), a public repository of structured organic reaction records. Task: describe an organic reaction: reactants, conditions, products, and yield Reactants: CC1=CC=C(C=C1)S(=O)(=O)O[C@@H](C(=O)N1CCOCC1)C ((1R)-1-methyl-2-morpholin-4-yl-2-oxoethyl 4-methylbenzenesulfonate), C(C=C)N1C(=CC=C1)C(=O)NC1=CC(=CC=C1)CC (1-allyl-N-(3-ethylphenyl)-1H-pyrrole-2-carboxamide), C(O)([O-])=O.[Na+] (sodium hydrogencarbonate), S(=O)(=O)(O)[O-].[K+] (potassium hydrogensulfate). The reagents and catalysts are [Cl-].C(C1=CC=CC=C1)[N+](CC)(CC)CC (benzyltriethylammonium chloride), C(C)(=O)[O-].[Pd+2].C(C)(=O)[O-] (palladium acetate). The solvent is CN(C=O)C (dimethylformamide). Run at temperature 50 celsius, time 3 hour. Product: C(C)C=1C=C(C=CC1)NC(=O)C=1N(C=CC1)C\C=C\C1=CC(=CC=C1)O[C@H](C(=O)N1CCOCC1)C (N-(3-ethylphenyl)-1-[(2E)-3-(3-{[(1S)-1-methyl-2-morpholin-4-yl-2-oxoethyl]oxy}phenyl)prop-2-enyl]-1H-pyrrole-2-carboxamide). Isolated yield 173.3%. RXN SMILES: CC1C=CC(S([O:11][C@H:12]([CH3:21])[C:13]([N:15]2[CH2:20][CH2:19][O:18][CH2:17][CH2:16]2)=[O:14])(=O)=O)=CC=1.[CH2:22]([N:25]1[CH:29]=[CH:28][CH:27]=[C:26]1[C:30]([NH:32][C:33]1[CH:38]=[CH:37][CH:36]=[C:35]([CH2:39][CH3:40])[CH:34]=1)=[O:31])[CH:23]=[CH2:24].C(=O)([O-])O.[Na+].S([O-])(O)(=O)=O.[K+]>[Cl-].C([N+](CC)(CC)CC)C1C=CC=CC=1.CN(C)C=O.C([O-])(=O)C.[Pd+2].C([O-])(=O)C>[CH2:39]([C:35]1[CH:34]=[C:33]([NH:32][C:30]([C:26]2[N:25]([CH2:22]/[CH:23]=[CH:24]/[C:33]3[CH:38]=[CH:37][CH:36]=[C:35]([O:11][C@@H:12]([CH3:21])[C:13]([N:15]4[CH2:16][CH2:17][O:18][CH2:19][CH2:20]4)=[O:14])[CH:34]=3)[CH:29]=[CH:28][CH:27]=2)=[O:31])[CH:38]=[CH:37][CH:36]=1)[CH3:40] |f:2.3,4.5,6.7,9.10.11|. Procedure: A mixture of (1R)-1-methyl-2-morpholin-4-yl-2-oxoethyl 4-methylbenzenesulfonate (310 mg, 0.858 mmol), 1-allyl-N-(3-ethylphenyl)-1H-pyrrole-2-carboxamide (210 mg, 0.826 mmol), palladium acetate (10 mg, 0.045 mmol), sodium hydrogencarbonate (140 mg, 1.66 mmol) and benzyltriethylammonium chloride (190 mg, 0.834 mmol) in dimethylformamide (5 ml) was stirred for 3 hours at 50° C. Thereto was added an aqueous 5% potassium hydrogensulfate solution and the mixture was extracted with ethyl acetate/toluen... The solvent is C1=CC=CC=C1 (benzene). Reactants: C1(=CC=CC=C1)C (toluene), diester, 15.5, sodium dihydro bis(2-methoxyethoxy)aluminate, C1(=CC=CC=C1)C (toluene), COC1=C(C(C(C1)O)=O)CCCCCCC(=O)OC (methyl 2-methoxy-4-hydroxy-5-oxocyclopent-1-eneheptanoate), C1(=CC=CC=C1)C (toluene), CO (methanol), C1(=CC=CC=C1)C (toluene), sodium dihydro bis(2-methoxyethoxy)aluminate, 150, Cl (hydrochloric acid). Procedure: A solution of 15.5 parts by volume of a 1.83 M sodium dihydro bis(2-methoxyethoxy)aluminate in benzene solution in 87 parts of toluene and a solution of 6.92 parts of methyl 2-methoxy-4-hydroxy-5-oxocyclopent-1-eneheptanoate in 176 parts of toluene are simultaneously added, dropwise, to 87 parts of dry toluene which has been cooled to -70°. The addition takes place at a rate such that the temperature does not go above -60° and at a rate such that the sodium dihydro bis(2-methoxyethoxy)aluminate ... The product is OC1C=C(C(C1)=O)CCCCCCC(=O)OC (methyl 3-hydroxy-5-oxocyclopent-1-eneheptanoate). Run at time 2 hour. RXN SMILES: C1(C)C=CC=CC=1.C[O:9][C:10]1[CH2:14][CH:13]([OH:15])[C:12](=O)[C:11]=1[CH2:17][CH2:18][CH2:19][CH2:20][CH2:21][CH2:22][C:23]([O:25][CH3:26])=[O:24].CO.Cl>C1C=CC=CC=1>[OH:15][CH:13]1[CH2:14][C:10](=[O:9])[C:11]([CH2:17][CH2:18][CH2:19][CH2:20][CH2:21][CH2:22][C:23]([O:25][CH3:26])=[O:24])=[CH:12]1. Reactants: CC(=CCO)CCCC(CCCC(CCCC(C)C)C)C (3,7,11,15-Tetramethyl-2-hexadecen-1-ol), C1(=CC(=CC=C1)O)O (1,3-benzenediol), B(F)(F)F.CCOCC (boron trifluoride ethyl etherate), O (water). The solvent is O1CCOCC1 (dioxane). Reaction conditions: time 8 hour. Yields the product CC(=CCC1=C(C=C(C=C1)O)O)CCCC(CCCC(CCCC(C)C)C)C (4-(3,7,11,15-Tetramethyl-2-hexadecenyl)-1,3-benzenediol). Isolated yield 14.4%. As a reaction SMILES: [CH3:1][C:2]([CH2:6][CH2:7][CH2:8][CH:9]([CH3:21])[CH2:10][CH2:11][CH2:12][CH:13]([CH3:20])[CH2:14][CH2:15][CH2:16][CH:17]([CH3:19])[CH3:18])=[CH:3][CH2:4]O.[C:22]1([OH:29])[CH:27]=[CH:26][CH:25]=[C:24]([OH:28])[CH:23]=1.B(F)(F)F.CCOCC.O>O1CCOCC1>[CH3:1][C:2]([CH2:6][CH2:7][CH2:8][CH:9]([CH3:21])[CH2:10][CH2:11][CH2:12][CH:13]([CH3:20])[CH2:14][CH2:15][CH2:16][CH:17]([CH3:19])[CH3:18])=[CH:3][CH2:4][C:27]1[CH:26]=[CH:25][C:24]([OH:28])=[CH:23][C:22]=1[OH:29] |f:2.3|. Reported procedure: 3,7,11,15-Tetramethyl-2-hexadecen-1-ol(14.8 g; 50 mmole) in 15 ml of dioxane was dropwise added to 11.0 g (100 mmole) of 1,3-benzenediol and 4.3 g (30 mmole) of boron trifluoride ethyl etherate in 30 ml of diozane at room temperature over one hour. After stirring the reaction solution at that temperature overnight, the solution was poured into 75 ml of water and was extracted with isopropyl ether (100 ml). The extract was washed with 200 ml of water (3 times) and 200 ml of saturated aqueous solu... The reactants are ClC1=C(C(=CC(=C1)C(F)(F)F)Cl)C1=NN(C(=C1)S)C (3-(2,6-dichloro-4-trifluoromethylphenyl)-5-mercapto-1-methylpyrazole), CI (methyl iodide), C([O-])([O-])=O.[K+].[K+] (potassium carbonate). Run in C(C)#N (acetonitrile). The product is ClC1=C(C(=CC(=C1)C(F)(F)F)Cl)C1=NN(C(=C1)SC)C (3-(2,6-dichloro-4-trifluoromethylphenyl)-1-methyl-5-methylsulfenylpyrazole). Yield: 97.8%. Reaction SMILES: [Cl:1][C:2]1[CH:7]=[C:6]([C:8]([F:11])([F:10])[F:9])[CH:5]=[C:4]([Cl:12])[C:3]=1[C:13]1[CH:17]=[C:16]([SH:18])[N:15]([CH3:19])[N:14]=1.CI.[C:22](=O)([O-])[O-].[K+].[K+]>C(#N)C>[Cl:1][C:2]1[CH:7]=[C:6]([C:8]([F:9])([F:11])[F:10])[CH:5]=[C:4]([Cl:12])[C:3]=1[C:13]1[CH:17]=[C:16]([S:18][CH3:22])[N:15]([CH3:19])[N:14]=1 |f:2.3.4|. Procedure: A suspension of 0.5 g of 3-(2,6-dichloro-4-trifluoromethylphenyl)-5-mercapto-1-methylpyrazole (2), 2.3 g of methyl iodide and 0.4 g of anhydrous potassium carbonate in 10 ml of acetonitrile was refluxed overnight with stirring. The reaction mixture was cooled to room temperature and filtered through Celite, and the filtrate was concentrated under reduced pressure. The residue was purified by chromatography on silica gel to obtain 0.51 g of the desired product in the form of white crystals. Starting materials: CC(C)=O, CCO, Fc1ccc(-c2coc3c(CCl)cccc23)cc1, N#C[Na], O. Product: N#CCc1cccc2c(-c3ccc(F)cc3)coc12. As a reaction SMILES: [CH3:22][C:23](=[O:24])[CH3:25].[CH3:26][CH2:27][OH:28].[Cl:1][CH2:2][c:3]1[cH:4][cH:5][cH:6][c:7]2[c:8](-[c:12]3[cH:13][cH:14][c:15]([F:18])[cH:16][cH:17]3)[cH:9][o:10][c:11]12.[Na:19][C:20]#[N:21].[OH2:29]>>[CH2:2]([c:3]1[cH:4][cH:5][cH:6][c:7]2[c:8](-[c:12]3[cH:13][cH:14][c:15]([F:18])[cH:16][cH:17]3)[cH:9][o:10][c:11]12)[C:20]#[N:21]. The reactants are CCOC(=O)c1cccc(OCC2OCCO2)c1, CO, Cl[Sn](Cl)(Cl)Cl, C[Si](C)(C)N=[N+]=[N-]. Product: CCOC(=O)c1cccc(OCC(N=[N+]=[N-])OCCO)c1. Reaction SMILES: [CH2:1]([CH3:2])[O:3][C:4]([c:5]1[cH:6][c:7]([O:11][CH2:12][CH:13]2[O:14][CH2:15][CH2:16][O:17]2)[cH:8][cH:9][cH:10]1)=[O:18].[CH3:31][OH:32].[Cl:26][Sn:27]([Cl:28])([Cl:29])[Cl:30].[N:19](=[N+:20]=[N-:21])[Si:22]([CH3:23])([CH3:24])[CH3:25]>>[CH2:1]([CH3:2])[O:3][C:4]([c:5]1[cH:6][c:7]([O:11][CH2:12][CH:13]([O:14][CH2:15][CH2:16][OH:17])[N:19]=[N+:20]=[N-:21])[cH:8][cH:9][cH:10]1)=[O:18].